From a dataset of the Open Reaction Database (ORD), a public repository of structured organic reaction records. describe an organic reaction: reactants, conditions, products, and yield As a reaction SMILES: [F:1][c:2]1[cH:3][cH:4][c:5](-[c:6]2[cH:7][n:8][c:9]([N:10]3[CH2:11][CH2:12][N:13]([S:14]([CH2:15][CH:16]([CH:17]([CH3:18])[CH3:19])[C:20](=[O:21])[NH:27][OH:28])(=[O:22])=[O:23])[CH2:24][CH2:25]3)[n:26][cH:29]2)[cH:30][cH:31]1.[F:32][c:33]1[cH:34][cH:35][c:36](-[c:39]2[cH:40][cH:41][c:42]([O:45][CH:46]3[CH2:47][CH2:48][N:49]([S:52](=[O:53])(=[O:54])[CH2:55][CH:56]([C:57](=[O:58])[OH:59])[CH:60]([CH3:61])[CH3:62])[CH2:50][CH2:51]3)[n:43][cH:44]2)[cH:37][cH:38]1>>[NH:27]([OH:28])[C:57]([CH:56]([CH2:55][S:52]([N:49]1[CH2:48][CH2:47][CH:46]([O:45][c:42]2[cH:41][cH:40][c:39](-[c:36]3[cH:35][cH:34][c:33]([F:32])[cH:38][cH:37]3)[cH:44][n:43]2)[CH2:51][CH2:50]1)(=[O:53])=[O:54])[CH:60]([CH3:61])[CH3:62])=[O:58]. The product is CC(C)C(CS(=O)(=O)N1CCC(Oc2ccc(-c3ccc(F)cc3)cn2)CC1)C(=O)NO. Reactants: CC(C)C(CS(=O)(=O)N1CCN(c2ncc(-c3ccc(F)cc3)cn2)CC1)C(=O)NO, CC(C)C(CS(=O)(=O)N1CCC(Oc2ccc(-c3ccc(F)cc3)cn2)CC1)C(=O)O.